Task: describe an organic reaction: reactants, conditions, products, and yield. Dataset: the Open Reaction Database (ORD), a public repository of structured organic reaction records Starting materials: Cc1ncccc1Br, O=C([O-])[O-], Cc1ccccc1, CCO, ClCCl, CC1(C)OB(c2ccc3c(N)c(C(=O)c4ccc(Cl)cc4Cl)oc3c2)OC1(C)C, [Na+], [Na+]. The product is Cc1ncccc1-c1ccc2c(N)c(C(=O)c3ccc(Cl)cc3Cl)oc2c1. Reaction SMILES: [Br:30][c:31]1[c:32]([CH3:37])[n:33][cH:34][cH:35][cH:36]1.[C:41](=[O:42])([O-:43])[O-:44].[CH3:47][c:48]1[cH:49][cH:50][cH:51][cH:52][cH:53]1.[CH3:54][CH2:55][OH:56].[Cl:38][CH2:39][Cl:40].[NH2:1][c:2]1[c:3]([C:20](=[O:21])[c:22]2[c:23]([Cl:29])[cH:24][c:25]([Cl:28])[cH:26][cH:27]2)[o:4][c:5]2[c:6]1[cH:7][cH:8][c:9]([B:11]1[O:12][C:13]([CH3:14])([CH3:15])[C:16]([CH3:17])([CH3:18])[O:19]1)[cH:10]2.[Na+:45].[Na+:46]>>[NH2:1][c:2]1[c:3]([C:20](=[O:21])[c:22]2[c:23]([Cl:29])[cH:24][c:25]([Cl:28])[cH:26][cH:27]2)[o:4][c:5]2[c:6]1[cH:7][cH:8][c:9](-[c:31]1[c:32]([CH3:37])[n:33][cH:34][cH:35][cH:36]1)[cH:10]2.